This data is from the Open Reaction Database (ORD), a public repository of structured organic reaction records. The task is: describe an organic reaction: reactants, conditions, products, and yield Reactants: C(C)(C)(C)OC(=O)NC(COC1=NOC2=C1C=C(C=C2)Cl)CO (3-(2-tert-butoxycarbonylamino-3-hydroxypropoxy)-5-chloro-1,2-benzoisoxazole), C(=NC(=O)Cl)=O (N-(chlorocarbonyl) isocyanate), CO (methanol), N (ammonia). The solvent is C(Cl)Cl (methylene chloride), C(Cl)Cl (methylene chloride), O (Water). Yields the product N(C(=O)N)C(=O)OCC(COC1=NOC2=C1C=C(C=C2)Cl)NC(=O)OC(C)(C)C (3-(3-ureidocarbonyloxy-2-tert-butoxycarbonylaminopropoxy)-5-chloro-1,2-benzoisoxazole). As a reaction SMILES: [C:1]([O:5][C:6]([NH:8][CH:9]([CH2:22][OH:23])[CH2:10][O:11][C:12]1[C:16]2[CH:17]=[C:18]([Cl:21])[CH:19]=[CH:20][C:15]=2[O:14][N:13]=1)=[O:7])([CH3:4])([CH3:3])[CH3:2].[C:24](=[O:29])=[N:25][C:26](Cl)=[O:27].CO.[NH3:32]>C(Cl)Cl.O>[NH:25]([C:24]([O:23][CH2:22][CH:9]([NH:8][C:6]([O:5][C:1]([CH3:4])([CH3:3])[CH3:2])=[O:7])[CH2:10][O:11][C:12]1[C:16]2[CH:17]=[C:18]([Cl:21])[CH:19]=[CH:20][C:15]=2[O:14][N:13]=1)=[O:29])[C:26]([NH2:32])=[O:27]. Reported procedure: A solution of 1.00 g of 3-(2-tert-butoxycarbonylamino-3-hydroxypropoxy)-5-chloro-1,2-benzoisoxazole in 5 ml of methylene chloride is added to a solution of 0.31 g of N-(chlorocarbonyl) isocyanate in 10 ml of methylene chloride at -50° to -40° C. This solution is added to 10 ml of a methanol solution (8.0N) of ammonia at -20° C. over 20 minutes, and the temperature is elevated to 0° C., at which they are subjected to reaction for 30 minutes. Water is added to the reaction mixture, and after shaki...